Dataset: the Open Reaction Database (ORD), a public repository of structured organic reaction records. Task: describe an organic reaction: reactants, conditions, products, and yield Reactants: [Li] (lithium), CCC(CC(CC)=O)=O (3,5-heptanedione), C(C1=CC=CC=C1)OC=1C=C(C=CC1OCC1=CC=CC=C1)CCC=CCCC(C(CC)=O)C(CC)=O (4-[6-(3,4-dibenzyloxyphenyl)-3-hexenyl]-3,5-heptanedione). Product: OC=1C=C(C=CC1O)CCCCCCC(C(CC)=O)C(CC)=O (4-[6-(3,4-Dihydroxyphenyl)hexyl]-3,5-heptanedione). Reaction SMILES: [Li].CCC(=O)CC(=O)CC.C([O:18][C:19]1[CH:20]=[C:21]([CH2:33][CH2:34][CH:35]=[CH:36][CH2:37][CH2:38][CH:39]([C:44](=[O:47])[CH2:45][CH3:46])[C:40](=[O:43])[CH2:41][CH3:42])[CH:22]=[CH:23][C:24]=1[O:25]CC1C=CC=CC=1)C1C=CC=CC=1>>[OH:18][C:19]1[CH:20]=[C:21]([CH2:33][CH2:34][CH2:35][CH2:36][CH2:37][CH2:38][CH:39]([C:40](=[O:43])[CH2:41][CH3:42])[C:44](=[O:47])[CH2:45][CH3:46])[CH:22]=[CH:23][C:24]=1[OH:25] |^1:0|. Reported procedure: [I; Ar is 3,4-(HO)2C6H3, R0 is H, R' and R" are CH3CH2CO, Y is CH2CH2CH2CH2 ] was prepared from the compound of Preparation D17 and the lithium salt of 3,5-heptanedione, followed by catalytic hydrogenation of the resulting 4-[6-(3,4-dibenzyloxyphenyl)-3-hexenyl]-3,5-heptanedione. It was obtained as an amber oil after chromatography.